From a dataset of the Open Reaction Database (ORD), a public repository of structured organic reaction records. describe an organic reaction: reactants, conditions, products, and yield Yields the product ClC1=CC=C(C=2C=CC(=C(C2)C2C(CCC2=O)=O)CC)C=C1 (2-(4′-chloro-4-ethylbiphen-3-yl)-1,3-cyclopentanedione). RXN SMILES: [Cl:1][C:2]1[CH:23]=[CH:22][C:5]([C:6]2[CH:7]=[CH:8][C:9]([CH2:20][CH3:21])=[C:10]([C:12]3[C:13](=[O:19])[CH2:14][CH2:15][C:16]=3[O:17]C)[CH:11]=2)=[CH:4][CH:3]=1>CC(C)=O.Cl.O>[Cl:1][C:2]1[CH:3]=[CH:4][C:5]([C:6]2[CH:7]=[CH:8][C:9]([CH2:20][CH3:21])=[C:10]([CH:12]3[C:13](=[O:19])[CH2:14][CH2:15][C:16]3=[O:17])[CH:11]=2)=[CH:22][CH:23]=1. Reactants: ClC1=CC=C(C=2C=CC(=C(C2)C=2C(CCC2OC)=O)CC)C=C1 (2-(4′-chloro-4-ethylbiphen-3-yl)-3-methoxycyclopent-2-enone). The solvent is CC(=O)C (acetone), Cl (hydrochloric acid), O (water), Cl (hydrochloric acid). Reported procedure: A solution of 2-(4′-chloro-4-ethylbiphen-3-yl)-3-methoxycyclopent-2-enone (200 mg, 0.61 mmol) in acetone (4 ml) and 2M aqueous hydrochloric acid (4 ml) is heated at 120° C. for 20 minutes under microwave irradiation. The reaction mixture is diluted with water (20 ml) and 2M aqueous hydrochloric acid (10 ml), and the crude product is extracted with ethyl acetate (3×15 ml). The organic extracts are combined, washed with brine (10 ml), dried over anhydrous magnesium sulfate, filtered and the filtra...